Dataset: the Open Reaction Database (ORD), a public repository of structured organic reaction records. Task: describe an organic reaction: reactants, conditions, products, and yield Yields the product CC(C)(C)OC(=O)N1CC2CN(c3cncc(C(=O)O)c3)CC2C1. Reaction SMILES: [CH2:1]([CH3:2])[O:3][C:4](=[O:5])[c:6]1[cH:7][c:8]([N:12]2[CH2:13][CH:14]3[CH:15]([CH2:16]2)[CH2:17][N:18]([C:20](=[O:21])[O:22][C:23]([CH3:24])([CH3:25])[CH3:26])[CH2:19]3)[cH:9][n:10][cH:11]1.[CH3:29][CH2:30][OH:31].[CH3:33][CH2:34][O:35][C:36](=[O:37])[CH3:38].[Na+:28].[OH-:27].[OH2:32]>>[O:3]=[C:4]([OH:5])[c:6]1[cH:7][c:8]([N:12]2[CH2:13][CH:14]3[CH:15]([CH2:16]2)[CH2:17][N:18]([C:20](=[O:21])[O:22][C:23]([CH3:24])([CH3:25])[CH3:26])[CH2:19]3)[cH:9][n:10][cH:11]1. The reactants are CCOC(=O)c1cncc(N2CC3CN(C(=O)OC(C)(C)C)CC3C2)c1, CCO, CCOC(C)=O, [Na+], [OH-], O. Reactants: O (water), FC=1C=C(C=C(C1)F)O (3,5-difluorophenol), CCC(=O)C (MEK), C([O-])([O-])=O.[K+].[K+] (potassium carbonate), BrCCCCCCCC (bromooctane), CCC(=O)C (MEK). The reagents and catalysts are CCCC[N+](CCCC)(CCCC)CCCC.[Br-] (TBAB). Product: FC(CCOC1=CC=CC=C1)CC(CCC)F (3,5-difluorooctyloxybenzene). RXN SMILES: [F:1][C:2]1[CH:3]=[C:4](O)[CH:5]=[C:6]([F:8])[CH:7]=1.[C:10](=[O:13])([O-])[O-].[K+].[K+].Br[CH2:17][CH2:18][CH2:19][CH2:20][CH2:21]CCC.O.[CH3:26][CH2:27]C(C)=O>CCCC[N+](CCCC)(CCCC)CCCC.[Br-]>[F:8][CH:6]([CH2:7][CH:2]([F:1])[CH2:3][CH2:26][CH3:27])[CH2:5][CH2:4][O:13][C:10]1[CH:21]=[CH:20][CH:19]=[CH:18][CH:17]=1 |f:1.2.3,7.8|. Reported procedure: To 15.0 g of 3,5-difluorophenol (17) dissolved in 100 mL of MEK there were added 17.5 g of potassium carbonate, 4.09 g of TBAB and 24.5 g of bromooctane dissolved in 50 mL of MEK, with heating under reflux for 4 hours. After cooling and addition of water, the organic layer was separated and the aqueous layer was extracted with diethyl ether. The organic layers were combined, were washed with saturated brine, and were then dried over anhydrous magnesium sulfate. After evaporating the solvent ther... Starting materials: C(C1=CC=CC=C1)(=O)O[C@H]1[C@@H](O[C@@H]([C@H]1OC(C1=CC=CC=C1)=O)C(=O)NCC)N1C2=NC(=NC(=C2N=C1)NCC(CC1=CC=CC=C1)CC1=CC=CC=C1)I ((2R,3R,4S,5S)-4-(benzoyloxy)-2-{6-[(2-benzyl-3-phenylpropyl)amino)-2-iodo-9H-purin-9-yl}-5-[(ethylamino)carbonyl]tetrahydro-3-furanyl benzoate), C([O-])([O-])=O.[Na+].[Na+] (sodium carbonate). Solvent: CO (methanol). Product: C(C1=CC=CC=C1)C(CNC1=C2N=CN(C2=NC(=N1)I)[C@H]1[C@@H]([C@@H]([C@H](O1)C(=O)NCC)O)O)CC1=CC=CC=C1 ((2S,3S,4R,5R)-5-{6-[(2-Benzyl-3-phenylpropyl)amino]-2-iodo-9H-purin-9-yl}-N-ethyl-3,4-dihydroxytetrahydro-2-furancarboxamide). The yield is 85.4%. RXN SMILES: C([O:9][C@@H:10]1[C@H:14]([O:15]C(=O)C2C=CC=CC=2)[C@@H:13]([C:24]([NH:26][CH2:27][CH3:28])=[O:25])[O:12][C@H:11]1[N:29]1[CH:37]=[N:36][C:35]2[C:30]1=[N:31][C:32]([I:55])=[N:33][C:34]=2[NH:38][CH2:39][CH:40]([CH2:48][C:49]1[CH:54]=[CH:53][CH:52]=[CH:51][CH:50]=1)[CH2:41][C:42]1[CH:47]=[CH:46][CH:45]=[CH:44][CH:43]=1)(=O)C1C=CC=CC=1.C(=O)([O-])[O-].[Na+].[Na+]>CO>[CH2:48]([CH:40]([CH2:41][C:42]1[CH:47]=[CH:46][CH:45]=[CH:44][CH:43]=1)[CH2:39][NH:38][C:34]1[N:33]=[C:32]([I:55])[N:31]=[C:30]2[C:35]=1[N:36]=[CH:37][N:29]2[C@@H:11]1[O:12][C@H:13]([C:24]([NH:26][CH2:27][CH3:28])=[O:25])[C@@H:14]([OH:15])[C@H:10]1[OH:9])[C:49]1[CH:54]=[CH:53][CH:52]=[CH:51][CH:50]=1 |f:1.2.3|. Procedure: A solution of (2R,3R,4S,5S)-4-(benzoyloxy)-2-{6-[(2-benzyl-3-phenylpropyl)amino)-2-iodo-9H-purin-9-yl}-5-[(ethylamino)carbonyl]tetrahydro-3-furanyl benzoate (Preparation 20) (0.26 g, 0.31 mmol) and sodium carbonate (33 mg, 0.3 mmol) in methanol (5 ml) was stirred at room temperature for 14 hours. Solvent was removed under reduced pressure and the residue dissolved in dichloromethane:methanol (99:1 by volume; 5 ml) and filtered. Solvent was again evaporated under reduced pressure and the residue ... The reactants are FC=1C=C(CN2CCC(CC2)=O)C=CC1F (1-(3,4-Difluorobenzyl)piperidine-4-one), S1C=CC=C1 (thiophene), CN (methylamine), [H][H] (hydrogen). The reagents and catalysts are [Pd] (palladium on carbon). Run in CO (methanol). The product is FC=1C=C(CN2CCC(CC2)NC)C=CC1F (1-(3,4-Difluorobenzyl)-N-methylpiperidine-4-amine). Yield: 81.0%. RXN SMILES: [F:1][C:2]1[CH:3]=[C:4]([CH:13]=[CH:14][C:15]=1[F:16])[CH2:5][N:6]1[CH2:11][CH2:10][C:9](=O)[CH2:8][CH2:7]1.S1C=CC=C1.[CH3:22][NH2:23].[H][H]>[Pd].CO>[F:1][C:2]1[CH:3]=[C:4]([CH:13]=[CH:14][C:15]=1[F:16])[CH2:5][N:6]1[CH2:11][CH2:10][CH:9]([NH:23][CH3:22])[CH2:8][CH2:7]1. Procedure: A suspension of D4 (5.4 g, 24 mmol), thiophene solution (4% in diisopropylether; 2 ml), methylamine solution (40% in water, 10 ml) and 10% palladium on carbon (2 g) in methanol (150 ml) were hydrogenated at atmospheric pressure and temperature until 1 eq. (˜600 ml) of hydrogen had been taken up. After this period, the reaction mixture was filtered and the filtrate evaporated in vacuo. The crude product was purified by column chromatography (silica; 5%-10% ammonia in methanol/dichloromethane) to ... Reactants: ClC1=CC=C(C=C1)C(N1CC(C1)=C(C(=O)OC)C1=CC(=CC(=C1)F)F)C1=CC=CC=C1 (methyl {1-[(4-chlorophenyl)(phenyl)methyl]azetidin-3-ylidene}(3,5-difluorophenyl)acetate), CCOCC (ether), solution, C[Li] (methyllithium), solution, C[Li] (methyllithium). Reaction conditions: temperature -78 celsius, time 30 minute. The product is ClC1=CC=C(C=C1)C(N1CC(C1)=C(C(C)(O)C)C1=CC(=CC(=C1)F)F)C1=CC=CC=C1 (1-{1-[(4-Chlorophenyl)(phenyl)methyl]azetidin-3-ylidene}-1-(3,5-difluorophenyl)-2-methylpropan-2-ol). RXN SMILES: [Cl:1][C:2]1[CH:7]=[CH:6][C:5]([CH:8]([C:26]2[CH:31]=[CH:30][CH:29]=[CH:28][CH:27]=2)[N:9]2[CH2:12][C:11](=[C:13]([C:18]3[CH:23]=[C:22]([F:24])[CH:21]=[C:20]([F:25])[CH:19]=3)C(OC)=O)[CH2:10]2)=[CH:4][CH:3]=1.[CH3:32][Li].CC[O:36][CH2:37][CH3:38]>>[Cl:1][C:2]1[CH:3]=[CH:4][C:5]([CH:8]([C:26]2[CH:27]=[CH:28][CH:29]=[CH:30][CH:31]=2)[N:9]2[CH2:10][C:11](=[C:13]([C:18]3[CH:23]=[C:22]([F:24])[CH:21]=[C:20]([F:25])[CH:19]=3)[C:37]([CH3:38])([OH:36])[CH3:32])[CH2:12]2)=[CH:6][CH:7]=1. Procedure details: A solution of 0.044 g (0.1 mmol) of methyl {1-[(4-chlorophenyl)(phenyl)methyl]azetidin-3-ylidene}(3,5-difluorophenyl)acetate in 5 mL dry ether was cooled to −78° C. under nitrogen. To this was added 0.45 mL of a 1M solution of methyllithium and the resulting solution was stirred at −78° C. for 30 minutes. A second aliquot of 0.45 mL of a 1M solution of methyllithium was added and the solution was allowed to warm to −60° C. After 1 h, the reaction was quenched by addition of 5 mL water and the la... RXN SMILES: [Cl:10][c:11]1[c:12]([C:13](=[O:14])[Cl:15])[c:16]([Cl:20])[cH:17][cH:18][cH:19]1.[H-:9].[NH2:1][c:2]1[n:3][cH:4][n:5][cH:6][cH:7]1.[Na+:8].[O:21]=[CH:22][N:23]([CH3:24])[CH3:25]>>[NH:1]([c:2]1[n:3][cH:4][n:5][cH:6][cH:7]1)[C:13]([c:12]1[c:11]([Cl:10])[cH:19][cH:18][cH:17][c:16]1[Cl:20])=[O:14]. The reactants are O=C(Cl)c1c(Cl)cccc1Cl, [H-], Nc1ccncn1, [Na+], CN(C)C=O. The product is O=C(Nc1ccncn1)c1c(Cl)cccc1Cl. Reactants: O=C1NC(=O)c2ccccc21, CCOC(=O)N=NC(=O)OCC, C1CCOC1, OCCc1coc(C=Cc2ccccc2)n1, c1ccc(P(c2ccccc2)c2ccccc2)cc1. Product: O=C1c2ccccc2C(=O)N1CCc1coc(C=Cc2ccccc2)n1. Reaction SMILES: [O:1]=[C:2]1[NH:3][C:4](=[O:5])[c:6]2[cH:7][cH:8][cH:9][cH:10][c:11]21.[O:31]=[C:32]([O:33][CH2:34][CH3:35])[N:36]=[N:37][C:38]([O:39][CH2:40][CH3:41])=[O:42].[O:59]1[CH2:60][CH2:61][CH2:62][CH2:63]1.[OH:43][CH2:44][CH2:45][c:46]1[n:47][c:48]([CH:51]=[CH:52][c:53]2[cH:54][cH:55][cH:56][cH:57][cH:58]2)[o:49][cH:50]1.[c:12]1([P:13]([c:14]2[cH:15][cH:16][cH:17][cH:18][cH:19]2)[c:20]2[cH:21][cH:22][cH:23][cH:24][cH:25]2)[cH:26][cH:27][cH:28][cH:29][cH:30]1>>[O:1]=[C:2]1[N:3]([CH2:44][CH2:45][c:46]2[n:47][c:48]([CH:51]=[CH:52][c:53]3[cH:54][cH:55][cH:56][cH:57][cH:58]3)[o:49][cH:50]2)[C:4](=[O:5])[c:6]2[cH:7][cH:8][cH:9][cH:10][c:11]21. Product: C(#Cc1ccccc1)c1ccccc1. Reaction SMILES: [CH2:35]1[O:36][CH2:37][CH2:38][CH2:39]1.[CH2:9]([Li:10])[CH2:11][CH2:12][CH3:13].[CH3:22][CH2:23][CH2:24][CH2:25][CH2:26][CH2:27][CH2:28][CH2:29][CH2:30][CH2:31][CH2:32][CH2:33][CH3:34].[CH3:40][c:41]1[cH:42][cH:43][cH:44][cH:45][cH:46]1.[N:14]#[C:15][c:16]1[cH:17][cH:18][cH:19][cH:20][cH:21]1.[c:1]1([C:7]#[CH:8])[cH:2][cH:3][cH:4][cH:5][cH:6]1>>[c:1]1([C:7]#[C:8][c:16]2[cH:17][cH:18][cH:19][cH:20][cH:21]2)[cH:2][cH:3][cH:4][cH:5][cH:6]1. Starting materials: C1CCOC1, [Li]CCCC, CCCCCCCCCCCCC, Cc1ccccc1, N#Cc1ccccc1, C#Cc1ccccc1. Reactants: N1(CCOCC1)S(=O)(=O)C1=CC=C(C=C1)C(C)=O (1-[4-(morpholine-4-sulfonyl)phenyl]ethanone), [OH-].[Na+] (NaOH), Cl.N(C(=N)N)C1=CC=C(C(=O)OC)C=C1 (4-guanidinobenzoic acid, methyl ester, hydrochloride salt), C(=O)([O-])[O-].[K+].[K+] (K2CO3). Solvent: COC(N(C)C)OC (dimethyformamide dimethylacetal). The product is N1(CCOCC1)S(=O)(=O)C1=CC=C(C=C1)C1=NC(=NC=C1)NC1=CC=C(C(=O)O)C=C1 (4-{4-[4-(Morpholine-4-sulfonyl)-phenyl]-pyrimidin-2-ylamino}benzoic Acid). As a reaction SMILES: [N:1]1([S:7]([C:10]2[CH:15]=[CH:14][C:13]([C:16](=O)[CH3:17])=[CH:12][CH:11]=2)(=[O:9])=[O:8])[CH2:6][CH2:5][O:4][CH2:3][CH2:2]1.Cl.[NH:20]([C:24]1[CH:33]=[CH:32][C:27]([C:28]([O:30]C)=[O:29])=[CH:26][CH:25]=1)[C:21]([NH2:23])=[NH:22].[C:34]([O-])([O-])=O.[K+].[K+].[OH-].[Na+]>COC(OC)N(C)C>[N:1]1([S:7]([C:10]2[CH:15]=[CH:14][C:13]([C:16]3[CH:17]=[CH:34][N:23]=[C:21]([NH:20][C:24]4[CH:33]=[CH:32][C:27]([C:28]([OH:30])=[O:29])=[CH:26][CH:25]=4)[N:22]=3)=[CH:12][CH:11]=2)(=[O:9])=[O:8])[CH2:6][CH2:5][O:4][CH2:3][CH2:2]1 |f:1.2,3.4.5,6.7|. Procedure details: Crude 1-[4-(morpholine-4-sulfonyl)phenyl]ethanone (4.78 g, 18 mmol) was suspended in dimethyformamide dimethylacetal (50 mL) and refluxed for 12 h. The reaction was allowed to cool and the mixture was concentrated to about half of the original volume. The solution was then titurated with hexanes to precipitate the eneamino ketone intermediate. The eneamino ketone was filtered and washed with hexanes (2×50 mL), dried under vacuum, and then taken up in nPrOH (150 mL). To this solution was added ad... Reported procedure: 10 g of the 2-(β-hydroxyethylamino)-6-nitro-toluene prepared under Example 3, stage 2 are transferred to a stainless steel autoclave together with 200 ml of methanol, about 2 g of Raney nickel are added, and catalytic reduction is carried out with hydrogen under a hydrogen pressure of 20 bar at 70° C. in the course of 6 hours. After the catalyst has been removed, the mother liquor is concentrated and the product is isolated and dried. Reagents/catalysts: [Ni] (Raney nickel). Reaction SMILES: [OH:1][CH2:2][CH2:3][NH:4][C:5]1[CH:10]=[CH:9][CH:8]=[C:7]([N+:11]([O-])=O)[C:6]=1[CH3:14].[H][H]>[Ni].CO>[OH:1][CH2:2][CH2:3][NH:4][C:5]1[CH:10]=[CH:9][CH:8]=[C:7]([NH2:11])[C:6]=1[CH3:14]. Product: OCCNC1=C(C(=CC=C1)N)C (2-(β-hydroxyethylamino)-6-aminotoluene). Starting materials: OCCNC1=C(C(=CC=C1)[N+](=O)[O-])C (2-(β-hydroxyethylamino)-6-nitro-toluene), stainless steel, [H][H] (hydrogen). Solvent: CO (methanol).